From a dataset of the Open Reaction Database (ORD), a public repository of structured organic reaction records. describe an organic reaction: reactants, conditions, products, and yield Reactants: N[C@@H](CCCNC(N)=N)C(=O)O (L-arginine), S(O)(O)(=O)=O (sulfuric acid), C(CCCCCCCCCCC)(=O)Cl (lauroyl chloride), [OH-].[Na+] (NaOH), ice water. The solvent is O (water), CC(=O)C (acetone). Reaction conditions: temperature 20 celsius, time 2 hour. The product is C(CCCCCCCCCCC)(=O)N[C@@H](CCCNC(N)=N)C(=O)O (mono-Nα-lauroyl-L-arginine). The yield is 85.7%. RXN SMILES: [NH2:1][C@H:2]([C:10]([OH:12])=[O:11])[CH2:3][CH2:4][CH2:5][NH:6][C:7](=[NH:9])[NH2:8].[C:13](Cl)(=[O:25])[CH2:14][CH2:15][CH2:16][CH2:17][CH2:18][CH2:19][CH2:20][CH2:21][CH2:22][CH2:23][CH3:24].[OH-].[Na+].S(=O)(=O)(O)O>O.CC(C)=O>[C:13]([NH:1][C@H:2]([C:10]([OH:12])=[O:11])[CH2:3][CH2:4][CH2:5][NH:6][C:7](=[NH:8])[NH2:9])(=[O:25])[CH2:14][CH2:15][CH2:16][CH2:17][CH2:18][CH2:19][CH2:20][CH2:21][CH2:22][CH2:23][CH3:24] |f:2.3|. Procedure: To 35.0 g of L-arginine were added 118.7 g of acetone and 200 g of water. Thereto were concurrently added dropwise 36.5 g of lauroyl chloride (“lauroyl chloride” manufactured by Nippon Oil and Fats Co., Ltd.) and 45 ml of 8N NaOH aqueous solution over a period of 2 hours with the pH being maintained at 11.5 to 12.0 and the reaction temperature being maintained at 15 to 25° C. After 2 hours of aging, the reaction mixture was adjusted to pH 5.0 with 6N sulfuric acid with cooling and then poured in... Starting materials: O=C(n1ccnc1)n1ccnc1, Cc1ccc(-c2nc(C(=O)O)c(C)s2)s1, Nc1nnn[nH]1, CN(C)C=O. Yields the product Cc1ccc(-c2nc(C(=O)Nc3nnn[nH]3)c(C)s2)s1. Reaction SMILES: [C:16]([n:17]1[cH:18][cH:19][n:20][cH:21]1)([n:22]1[cH:23][cH:24][n:25][cH:26]1)=[O:27].[CH3:1][c:2]1[cH:3][cH:4][c:5](-[c:7]2[s:8][c:9]([CH3:15])[c:10]([C:12](=[O:13])[OH:14])[n:11]2)[s:6]1.[NH2:28][c:29]1[n:30][n:31][n:32][nH:33]1.[O:34]=[CH:35][N:36]([CH3:37])[CH3:38]>>[CH3:1][c:2]1[cH:3][cH:4][c:5](-[c:7]2[s:8][c:9]([CH3:15])[c:10]([C:12](=[O:13])[NH:28][c:29]3[n:30][n:31][n:32][nH:33]3)[n:11]2)[s:6]1. Reactants: NCCN1C(C(=C(C2=NC=C(C=C12)CC1=CC=C(C=C1)F)O)C(=O)NCC(CO)(C)C)=O (1-(2-aminoethyl)-7-[(4-fluorophenyl)methyl]-4-hydroxy-N-(3-hydroxy-2,2-dimethylpropyl)-2-oxo-1,2-dihydro-1,5-naphthyridine-3-carboxamide), N1(CCOCC1)C(=O)Cl (4-morpholinecarbonyl chloride). Product: FC1=CC=C(C=C1)CC1=CN=C2C(=C(C(N(C2=C1)CCNC(=O)N1CCOCC1)=O)C(=O)NCC(CO)(C)C)O (7-[(4-fluorophenyl)methyl]-4-hydroxy-N-(3-hydroxy-2,2-dimethylpropyl)-1-{2-[(4-morpholinylcarbonyl)amino]ethyl}-2-oxo-1,2-dihydro-1,5-naphthyridine-3-carboxamide). Reaction SMILES: [NH2:1][CH2:2][CH2:3][N:4]1[C:13]2[C:8](=[N:9][CH:10]=[C:11]([CH2:14][C:15]3[CH:20]=[CH:19][C:18]([F:21])=[CH:17][CH:16]=3)[CH:12]=2)[C:7]([OH:22])=[C:6]([C:23]([NH:25][CH2:26][C:27]([CH3:31])([CH3:30])[CH2:28][OH:29])=[O:24])[C:5]1=[O:32].[N:33]1([C:39](Cl)=[O:40])[CH2:38][CH2:37][O:36][CH2:35][CH2:34]1>>[F:21][C:18]1[CH:17]=[CH:16][C:15]([CH2:14][C:11]2[CH:12]=[C:13]3[C:8]([C:7]([OH:22])=[C:6]([C:23]([NH:25][CH2:26][C:27]([CH3:30])([CH3:31])[CH2:28][OH:29])=[O:24])[C:5](=[O:32])[N:4]3[CH2:3][CH2:2][NH:1][C:39]([N:33]3[CH2:38][CH2:37][O:36][CH2:35][CH2:34]3)=[O:40])=[N:9][CH:10]=2)=[CH:20][CH:19]=1. Procedure details: This compound was prepared from 1-(2-aminoethyl)-7-[(4-fluorophenyl)methyl]-4-hydroxy-N-(3-hydroxy-2,2-dimethylpropyl)-2-oxo-1,2-dihydro-1,5-naphthyridine-3-carboxamide and 4-morpholinecarbonyl chloride employing methods similar to those described in Example 450 and was obtained as a white solid: ES+ MS: 556 (M+H+). Reactants: [Br-], CCCCCC[PH3+], COC(C)(C)C, CC(C)(C)[O-], [K+], C1CCOC1, Cc1ccc(C=O)cc1O. Yields the product CCCCCC=Cc1ccc(C)c(O)c1. As a reaction SMILES: [Br-:1].[CH2:2]([CH2:3][CH2:4][CH2:5][CH2:6][CH3:7])[PH3+:8].[CH3:30][O:31][C:32]([CH3:33])([CH3:34])[CH3:35].[CH3:9][C:10]([CH3:11])([O-:12])[CH3:13].[K+:14].[O:25]1[CH2:26][CH2:27][CH2:28][CH2:29]1.[OH:15][c:16]1[cH:17][c:18]([CH:19]=[O:20])[cH:21][cH:22][c:23]1[CH3:24]>>[CH:2]([CH2:3][CH2:4][CH2:5][CH2:6][CH3:7])=[CH:19][c:18]1[cH:17][c:16]([OH:15])[c:23]([CH3:24])[cH:22][cH:21]1. The reactants are OC(C(N[C@H](C)C1=CC=CC=C1)=O)[C@H](CCCC)NC(OCC1(CCC1)CCCC1=CC=CC=C1)=O ([1-(3-phenylpropyl)cyclobutyl]methyl(1S)-1-(1-hydroxy-2-oxo-2-{[(1R)-1-phenylethyl]amino}ethyl)pentylcarbamate), OC(C(N[C@H](C)C1=CC=CC=C1)=O)[C@H](CCCC)NC(OCC1(CCC1)CCC1=CC=CC=C1)=O ([1-(2-phenylethyl)cyclobutyl]methyl(1S)-1-(1-hydroxy-2-oxo-2-{[(1R)-1-phenylethyl]amino}ethyl)pentylcarbamate). Procedure details: [1-(3-phenylpropyl)cyclobutyl]methyl(1S)-1-(oxo{[(1R)-1-phenylethyl]amino}acetyl)pentylcarbamate was prepared as in example 6c except that [1-(3-phenylpropyl)cyclobutyl]methyl(1S)-1-(1-hydroxy-2-oxo-2-{[(1R)-1-phenylethyl]amino}ethyl)pentylcarbamate was substituted for [1-(2-phenylethyl)cyclobutyl]methyl(1S)-1-(1-hydroxy-2-oxo-2-{[(1R)-1-phenylethyl]amino}ethyl)pentylcarbamate. M.P.=91-93° C. Elemental analysis: Theory; C=73.14%, H=8.18%, N=5.69%. Found; C=72.81%, H=8.22%, N=5.82%. 1H NMR (400 M... RXN SMILES: [OH:1][CH:2]([C@@H:14]([NH:19][C:20](=[O:36])[O:21][CH2:22][C:23]1([CH2:27][CH2:28][CH2:29][C:30]2[CH:35]=[CH:34][CH:33]=[CH:32][CH:31]=2)[CH2:26][CH2:25][CH2:24]1)[CH2:15][CH2:16][CH2:17][CH3:18])[C:3](=[O:13])[NH:4][C@@H:5]([C:7]1[CH:12]=[CH:11][CH:10]=[CH:9][CH:8]=1)[CH3:6].OC([C@@H](NC(=O)OCC1(CCC2C=CC=CC=2)CCC1)CCCC)C(=O)N[C@@H](C1C=CC=CC=1)C>>[O:13]=[C:3]([NH:4][C@@H:5]([C:7]1[CH:12]=[CH:11][CH:10]=[CH:9][CH:8]=1)[CH3:6])[C:2]([C@@H:14]([NH:19][C:20](=[O:36])[O:21][CH2:22][C:23]1([CH2:27][CH2:28][CH2:29][C:30]2[CH:31]=[CH:32][CH:33]=[CH:34][CH:35]=2)[CH2:24][CH2:25][CH2:26]1)[CH2:15][CH2:16][CH2:17][CH3:18])=[O:1]. Product: O=C(C(=O)[C@H](CCCC)NC(OCC1(CCC1)CCCC1=CC=CC=C1)=O)N[C@H](C)C1=CC=CC=C1 ([1-(3-phenylpropyl)cyclobutyl]methyl(1S)-1-(oxo{[(1R)-1-phenylethyl]amino}acetyl)pentylcarbamate). Reactants: C1(=CC=CC=C1)C=1NC=2C=CC=C3C2C1CCNC3=O (2-Phenyl-3,4,5,6-tetrahydro-1H-azepino[5,4,3-cd]indol-6-one), tricyclic bromide, N1=CC=C(C=C1)B(O)O (4-pyridylboronic acid). Product: N1=CC=C(C=C1)C=1NC=2C=CC=C3C2C1CCNC3=O (2-pyridin-4-yl-1,3,4,5-tetrahydro-azepino[5,4,3-cd]indol-6-one). RXN SMILES: [C:1]1([C:7]2[NH:8][C:9]3[CH:10]=[CH:11][CH:12]=[C:13]4[C:19](=[O:20])[NH:18][CH2:17][CH2:16][C:15]=2[C:14]=34)[CH:6]=[CH:5]C=[CH:3][CH:2]=1.[N:21]1C=CC(B(O)O)=CC=1>>[N:21]1[CH:5]=[CH:6][C:1]([C:7]2[NH:8][C:9]3[CH:10]=[CH:11][CH:12]=[C:13]4[C:19](=[O:20])[NH:18][CH2:17][CH2:16][C:15]=2[C:14]=34)=[CH:2][CH:3]=1. Procedure details: In a manner similar to that described for Compound 12, the tricyclic bromide (300 mg, 1.13 mmol) and 4-pyridylboronic acid (153 mg, 1.24 mmol) were coupled to yield 2-pyridin-4-yl-1,3,4,5-tetrahydro-azepino[5,4,3-cd]indol-6-one, 45 mg (15%) as a beige solid: m.p. 250° C. (dec); 1H NMR (300 MHz, d6-DMSO) δ 3.13 (m, 2H), 3.41 (m, 2H), 7.29 (app t, J=7.8 Hz, 1H), 7.63 (m, 3H), 7.72 (dd, J=7.2, 0.9 Hz, 1H), 8.14 (br t, 1H), 8.69 (d, J=6.0 Hz, 2H), 11.82 (br s, 1H). MS (FAB, MH+) 364. Anal. (C16H13N3...